From a dataset of the Open Reaction Database (ORD), a public repository of structured organic reaction records. describe an organic reaction: reactants, conditions, products, and yield Reactants: CC(C)(C)OC(=O)N1CCC(Oc2c(Cl)cncc2Cl)CC1, ClCCl, CC(=O)N1CCc2c(c(-c3ccc(C(F)(F)F)cc3)nn2CC2CO2)C1, O=C(O)C(F)(F)F. Yields the product CC(=O)N1CCc2c(c(-c3ccc(C(F)(F)F)cc3)nn2CC(O)CN2CCC(Oc3c(Cl)cncc3Cl)CC2)C1. Reaction SMILES: [C:1]([O:2][C:6](=[O:3])[N:8]1[CH2:9][CH2:10][CH:11]([O:14][c:15]2[c:16]([Cl:22])[cH:17][n:18][cH:19][c:20]2[Cl:21])[CH2:12][CH2:13]1)([CH3:4])([CH3:5])[CH3:7].[Cl:56][CH2:57][Cl:58].[O:30]1[CH:31]([CH2:33][n:34]2[n:35][c:36](-[c:46]3[cH:47][cH:48][c:49]([C:52]([F:53])([F:54])[F:55])[cH:50][cH:51]3)[c:37]3[c:42]2[CH2:41][CH2:40][N:39]([C:43]([CH3:44])=[O:45])[CH2:38]3)[CH2:32]1.[OH:23][C:24]([C:25]([F:26])([F:27])[F:28])=[O:29]>>[CH2:6]([N:8]1[CH2:9][CH2:10][CH:11]([O:14][c:15]2[c:16]([Cl:22])[cH:17][n:18][cH:19][c:20]2[Cl:21])[CH2:12][CH2:13]1)[CH:31]([OH:30])[CH2:33][n:34]1[n:35][c:36](-[c:46]2[cH:47][cH:48][c:49]([C:52]([F:53])([F:54])[F:55])[cH:50][cH:51]2)[c:37]2[c:42]1[CH2:41][CH2:40][N:39]([C:43]([CH3:44])=[O:45])[CH2:38]2. The solvent is CN(C=O)C (dimethylformamide), O (water). Isolated yield 58.0%. Product: BrC=1C=C2C(=CNC2=CC1)CCCN1C(C2=CC=CC=C2C1=O)=O (2-[3-[5-Bromo-1H-indol-3-yl]propyl]-1H-isoindole-1,3-(2H)-dione). Procedure: A mixture of 5-bromo-3-(3-chloropropyl)-1H-indole (1.35 g), potassium phthalimide (0.93 g) and potassium iodide (1.3 g) in dry dimethylformamide (20 ml) was warmed with stirring at 105° C. for 3 hours. The mixture was cooled and diluted with water (30 ml). An oil precipitated which crystallised over the next 5 min. The resulting solid was collected and washed thoroughly with water. The product was recrystallised from 2-propanol (50 ml) to afford the title compound as a pale yellow crystalline so... Conditions: temperature 105 celsius, time 3 hour. The reactants are BrC=1C=C2C(=CNC2=CC1)CCCCl (5-bromo-3-(3-chloropropyl)-1H-indole), C1(C=2C(C(N1)=O)=CC=CC2)=O.[K] (potassium phthalimide), [I-].[K+] (potassium iodide). Reaction SMILES: [Br:1][C:2]1[CH:3]=[C:4]2[C:8](=[CH:9][CH:10]=1)[NH:7][CH:6]=[C:5]2[CH2:11][CH2:12][CH2:13]Cl.[C:15]1(=[O:25])[NH:19][C:18](=[O:20])[C:17]2=[CH:21][CH:22]=[CH:23][CH:24]=[C:16]12.[K].[I-].[K+]>CN(C)C=O.O>[Br:1][C:2]1[CH:3]=[C:4]2[C:8](=[CH:9][CH:10]=1)[NH:7][CH:6]=[C:5]2[CH2:11][CH2:12][CH2:13][N:19]1[C:15](=[O:25])[C:16]2[C:17](=[CH:21][CH:22]=[CH:23][CH:24]=2)[C:18]1=[O:20] |f:1.2,3.4,^1:25|. The reactants are FC(C(=O)O)(F)F (trifluoroacetic acid), C([O-])(O)=O.[Na+] (sodium bicarbonate), BrC=1C(=C(C2=C(C(CO2)(C)C)C1)C(C)(C)O)C (2-(5-bromo-3,3,6-trimethyl-2,3-dihydro-benzofuran-7-yl)-propan-2-ol), BrC=1C(=C(C2=C(C(CO2)(C)C)C1)C(C)(C)O)C (2-(5-bromo-3,3,6-trimethyl-2,3-dihydro-benzofuran-7-yl)-propan-2-ol), C(C)[SiH](CC)CC (triethyl silane). Run in O (water), CO (methanol), ClCCl (dichloromethane). Conditions: time 8 hour. Yields the product BrC=1C(=C(C2=C(C(CO2)(C)C)C1)C(C)C)C (5-Bromo-7-isopropyl-3,3,6-trimethyl-2,3-dihydro-benzofuran). Isolated yield 95.5%. Reaction SMILES: [Br:1][C:2]1[C:3]([CH3:17])=[C:4]([C:13](O)([CH3:15])[CH3:14])[C:5]2[O:9][CH2:8][C:7]([CH3:11])([CH3:10])[C:6]=2[CH:12]=1.C([SiH](CC)CC)C.FC(F)(F)C(O)=O.C(=O)(O)[O-].[Na+]>ClCCl.O.CO>[Br:1][C:2]1[C:3]([CH3:17])=[C:4]([CH:13]([CH3:14])[CH3:15])[C:5]2[O:9][CH2:8][C:7]([CH3:10])([CH3:11])[C:6]=2[CH:12]=1 |f:3.4|. Procedure details: A stirred, cooled (ice bath)solution of 2-(5-bromo-3,3,6-trimethyl-2,3-dihydro-benzofuran-7-yl)-propan-2-ol (Compound 49, 1.51 g, 5.03 mmol) in 15 mL of dichloromethane was treated with triethyl silane (1.4 mL, 8.76 mmol) followed by trifluoroacetic acid (0.65 mL, 8.43 mmol) and the resulting clear, colorless solution was stirred at ambient temperature overnight. The reaction mixture was cooled, treated with 6 mL each of methanol and water, neutralized cautiously with saturated sodium bicarbonat... Reactants: BrC=1C(=NC(=NC1)Cl)NC (5-bromo-2-chloro-N-methylpyrimidin-4-amine), CN1N=CC(=C1C)N (1,5-dimethyl-1H-pyrazol-4-amine), C(=O)(C(F)(F)F)O (TFA). Solvent: COCCO (2-methoxyethanol). Conditions: temperature 100 celsius, time 90 minute. Product: BrC=1C(=NC(=NC1)NC=1C=NN(C1C)C)NC (5-bromo-N2-(1,5-dimethyl-1H-pyrazol-4-yl)-N4-methylpyrimidine-2,4-diamine). The yield is 17.1%. As a reaction SMILES: [Br:1][C:2]1[C:3]([NH:9][CH3:10])=[N:4][C:5](Cl)=[N:6][CH:7]=1.[CH3:11][N:12]1[C:16]([CH3:17])=[C:15]([NH2:18])[CH:14]=[N:13]1.C(O)(C(F)(F)F)=O>COCCO>[Br:1][C:2]1[C:3]([NH:9][CH3:10])=[N:4][C:5]([NH:18][C:15]2[CH:14]=[N:13][N:12]([CH3:11])[C:16]=2[CH3:17])=[N:6][CH:7]=1. Reported procedure: To a mixture of 5-bromo-2-chloro-N-methylpyrimidin-4-amine (0.201 g, 0.903 mmol) and 1,5-dimethyl-1H-pyrazol-4-amine (0.12 g, 1.08 mmol) in 2-methoxyethanol (2 mL) was added TFA (0.070 mL, 0.9 mmol). The reaction was stirred in a sealed tube at 100° C. for 90 minutes. The resulting precipitate was collected by filtration. The isolated solid was further purified by reverse phase HPLC to give 5-bromo-N2-(1,5-dimethyl-1H-pyrazol-4-yl)-N4-methylpyrimidine-2,4-diamine (46 mg, 17%). LCMS (Method A): [... Starting materials: CS(C)=O, N#C[Na], O=C(c1ccc(CBr)cc1)c1cccs1. Product: N#CCc1ccc(C(=O)c2cccs2)cc1. RXN SMILES: [CH3:19][S:20](=[O:21])[CH3:22].[Na:1][C:2]#[N:3].[s:4]1[c:5]([C:9](=[O:10])[c:11]2[cH:12][cH:13][c:14]([CH2:17][Br:18])[cH:15][cH:16]2)[cH:6][cH:7][cH:8]1>>[C:2](#[N:3])[CH2:17][c:14]1[cH:13][cH:12][c:11]([C:9]([c:5]2[s:4][cH:8][cH:7][cH:6]2)=[O:10])[cH:16][cH:15]1. Procedure details: 4.4 g of 60% sodium hydride was suspended into 150 ml of N,N-dimethylformamide, to which 10.78 g of 2-hydroxypyridine was added little by little at a room temperature. 30 min after, 12.4 g of 4-fluorobenzaldehyde was added and stirred at 120° C. for 3 hours. The reaction solution was concentrated under a reduced pressure and iced water was added, which was extracted with chloroform. After drying with anhydrous magnesium sulfate, the solvent was distilled off. Resultant crystals were washed with ... Run at temperature 120 celsius, time 3 hour. Product: O=C1N(C=CC=C1)C1=CC=C(C=O)C=C1 (4-(1,2-dihydro-2-oxo-l-pyridyl)benzaldehyde). The yield is 51.8%. Starting materials: [H-].[Na+] (sodium hydride), OC1=NC=CC=C1 (2-hydroxypyridine), FC1=CC=C(C=O)C=C1 (4-fluorobenzaldehyde). Solvent: CN(C=O)C (N,N-dimethylformamide). RXN SMILES: [H-].[Na+].[OH:3][C:4]1[CH:9]=[CH:8][CH:7]=[CH:6][N:5]=1.F[C:11]1[CH:18]=[CH:17][C:14]([CH:15]=[O:16])=[CH:13][CH:12]=1>CN(C)C=O>[O:3]=[C:4]1[CH:9]=[CH:8][CH:7]=[CH:6][N:5]1[C:11]1[CH:18]=[CH:17][C:14]([CH:15]=[O:16])=[CH:13][CH:12]=1 |f:0.1|.